Dataset: the Open Reaction Database (ORD), a public repository of structured organic reaction records. Task: describe an organic reaction: reactants, conditions, products, and yield Reactants: FC1=C(CO)C=CC(=C1)F (2,4-difluorobenzyl alcohol), FC(C(=O)O)(F)F (trifluoroacetic acid), [N+](=O)([O-])C1=CC=[N+](C=C1)[O-] (4-nitropyridine N-oxide), C(=O)([O-])[O-].[Cs+].[Cs+] (Cs2CO3). Solvent: CN(C=O)C (dimethylformamide), C(C)#N.O (acetonitrile water). Reaction conditions: temperature 80 celsius. Yields the product FC1=C(COC2=CC=[N+](C=C2)[O-])C=CC(=C1)F (4-[(2,4-difluorobenzyl)oxy]pyridine 1-oxide). Isolated yield 96.0%. As a reaction SMILES: [F:1][C:2]1[CH:9]=[C:8]([F:10])[CH:7]=[CH:6][C:3]=1[CH2:4][OH:5].[N+]([C:14]1[CH:19]=[CH:18][N+:17]([O-:20])=[CH:16][CH:15]=1)([O-])=O.C([O-])([O-])=O.[Cs+].[Cs+].FC(F)(F)C(O)=O>CN(C)C=O.C(#N)C.O>[F:1][C:2]1[CH:9]=[C:8]([F:10])[CH:7]=[CH:6][C:3]=1[CH2:4][O:5][C:14]1[CH:19]=[CH:18][N+:17]([O-:20])=[CH:16][CH:15]=1 |f:2.3.4,7.8|. Procedure: 2,4-difluorobenzyl alcohol (100. g, 0.694 mol) and 4-nitropyridine N-oxide (98. g, 0.700 mol)are combined with 250 g Cs2CO3 (1.1 eq) in 2.5 L anhydrous dimethylformamide and heated to 80° C. with stirring. The reaction was followed by 19F-NMR (crude reaction mixture with external D2O reference) and complete after 40 h. The mixture was filtered hot; product crystallized out on cooling. 90.21 g (55%) of white plates were collected by filtration and washed with diethyl ether. The mother liquor was ... The reactants are CC(=O)OC1C=CC2(C)C(CCC3C2C(=O)CC2(C)C(C(C)=O)CCC32)C1, O=C([O-])O, CO, [K+]. Product: CC(=O)C1CCC2C3CCC4CC(O)C=CC4(C)C3C(=O)CC12C. Reaction SMILES: [C:1](=[O:2])([CH3:3])[O:4][CH:5]1[CH2:6][CH:7]2[CH2:8][CH2:9][CH:10]3[CH:11]4[CH2:12][CH2:13][CH:14]([C:15]([CH3:16])=[O:17])[C:18]4([CH3:27])[CH2:19][C:20](=[O:26])[CH:21]3[C:22]2([CH3:25])[CH:23]=[CH:24]1.[C:28](=[O:29])([OH:30])[O-:31].[CH3:33][OH:34].[K+:32]>>[OH:4][CH:5]1[CH2:6][CH:7]2[CH2:8][CH2:9][CH:10]3[CH:11]4[CH2:12][CH2:13][CH:14]([C:15]([CH3:16])=[O:17])[C:18]4([CH3:27])[CH2:19][C:20](=[O:26])[CH:21]3[C:22]2([CH3:25])[CH:23]=[CH:24]1. Starting materials: CCCOc1ccc2c(c1B1OC(C)(C)C(C)(C)O1)OCO2, CCOC(=O)c1c[nH]c2c(Cl)ncnc12. Product: CCCOc1ccc2c(c1-c1ncnc3c(C(=O)OCC)c[nH]c13)OCO2. Reaction SMILES: [CH2:16]([CH2:17][CH3:18])[O:19][c:20]1[c:21]([B:29]2[O:30][C:31]([CH3:32])([CH3:33])[C:34]([CH3:35])([CH3:36])[O:37]2)[c:22]2[c:23]([cH:27][cH:28]1)[O:24][CH2:25][O:26]2.[CH2:1]([CH3:2])[O:3][C:4](=[O:5])[c:6]1[cH:7][nH:8][c:9]2[c:10]1[n:11][cH:12][n:13][c:14]2[Cl:15]>>[CH2:1]([CH3:2])[O:3][C:4](=[O:5])[c:6]1[cH:7][nH:8][c:9]2[c:10]1[n:11][cH:12][n:13][c:14]2-[c:21]1[c:20]([O:19][CH2:16][CH2:17][CH3:18])[cH:28][cH:27][c:23]2[c:22]1[O:26][CH2:25][O:24]2. The reactants are [Mg] (magnesium), II (iodine), COC1=C(C(=C(C(=C1C)C)OC)C)Br (2,5-dimethoxy-3,4,6-trimethyl-bromobenzene). The reagents and catalysts are CI (methyl iodide). Run in O1CCCC1 (tetrahydrofuran), O1CCCC1 (tetrahydrofuran), O1CCCC1 (tetrahydrofuran). The product is [Br-].[Mg+2].COC1=CC(=C(C(=C1C)C)OC)C.[Br-] (2,5-dimethoxy-3,4,6-trimethylbenzene magnesium bromide). As a reaction SMILES: [Mg:1].II.[CH3:4][O:5][C:6]1[C:11]([CH3:12])=[C:10]([CH3:13])[C:9]([O:14][CH3:15])=[C:8]([CH3:16])[C:7]=1[Br:17]>CI.O1CCCC1>[Br-:17].[Mg+2:1].[CH3:4][O:5][C:6]1[C:11]([CH3:12])=[C:10]([CH3:13])[C:9]([O:14][CH3:15])=[C:8]([CH3:16])[CH:7]=1.[Br-:17] |f:5.6.7.8|. Reported procedure: In an atmosphere of an argon stream, 1.1 g (0.045 mol) of magnesium, one drop of methyl iodide, and a catalytic amount of iodine were added to 30 ml of tetrahydrofuran, and further, a solution of 10.4 g (0.04 mol) of 2,5-dimethoxy-3,4,6-trimethyl-bromobenzene in 15 ml of tetrahydrofuran was added dropwise over 40 minutes while refluxing the tetrahydrofuran. The reaction was completed by refluxing for further 30 minutes, to thereby form 2,5-dimethoxy-3,4,6-trimethylbenzene magnesium bromide. Then... The reactants are NC1=CC=C(C=N1)C(=O)O (6-aminopyridine-3-carboxylic acid), ON1N=NC2=C1C=CC=C2 (N-hydroxybenzotriazole), Cl.C(C)N=C=NCCCN(C)C (1-ethyl-3-(3-dimethylaminopropyl)carbodiimide hydrochloride), (2E,4E)- and (2Z,4E)-4-methyl-2,4-heptadien-1-ylamine. Reagents/catalysts: CN(C1=CC=NC=C1)C (4-dimethylaminopyridine). Solvent: CN(C=O)C (N,N-dimethylformamide). Conditions: temperature 0 celsius, time 15 minute. Yields the product NC1=CC=C(C=N1)C(=O)N (6-amino-3-pyridinecarboxamide). Yield: 162.6%. Reaction SMILES: [NH2:1][C:2]1[N:7]=[CH:6][C:5]([C:8]([OH:10])=O)=[CH:4][CH:3]=1.O[N:12]1C2C=CC=CC=2N=N1.Cl.C(N=C=NCCCN(C)C)C>CN(C)C1C=CN=CC=1.CN(C)C=O>[NH2:1][C:2]1[N:7]=[CH:6][C:5]([C:8]([NH2:12])=[O:10])=[CH:4][CH:3]=1 |f:2.3|. Reported procedure: A mixture of 6-aminopyridine-3-carboxylic acid (8.36 g), N-hydroxybenzotriazole (10.2 g), 1-ethyl-3-(3-dimethylaminopropyl)carbodiimide hydrochloride (12.8 g) and 4-dimethylaminopyridine (8.12 g) in N,N-dimethylformamide (300 ml) was stirred at 0° C. for 15 minutes. (2E,4E)- and (2Z,4E)-4-methyl-2,4-heptadien-1-ylamine (7.7 g) was added to the mixture. The solution was stirred at 0° C. for 2 hours and then at room temperature overnight. The mixture was evaporated in vacuo and the residue was dil... Starting materials: FC=1C=C(C=C(C1NS(=O)(=O)C)F)C(C)NC(=O)C=1N=C(OC1)Cl (2-chloro-oxazole-4-carboxylic acid [1-(3,5-difluoro-4-methanesulfonylamino-phenyl)-ethyl]-amide), Cl (HCl), CN(C=1C=C(C=CC1)B(O)O)C (3-dimethylaminophenyl boronic acid), C(=O)([O-])[O-].[Cs+].[Cs+] (Cs2CO3). The reagents and catalysts are Cl[Pd]([P](C1=CC=CC=C1)(C2=CC=CC=C2)C3=CC=CC=C3)([P](C4=CC=CC=C4)(C5=CC=CC=C5)C6=CC=CC=C6)Cl (Pd(PPh3)2Cl2). The solvent is C(OC)COC (dimethoxyethane), C(C)O (ethanol). Reaction conditions: temperature 140 celsius, time 20 minute. Yields the product FC=1C=C(C=C(C1NS(=O)(=O)C)F)C(C)NC(=O)C=1N=C(OC1)C1=CC(=CC=C1)N(C)C (2-(3-Dimethylamino-phenyl)-oxazole-4-carboxylic acid [1-(3,5-difluoro-4-methanesulfonylamino-phenyl)-ethyl]-amide). The yield is 16.6%. RXN SMILES: [F:1][C:2]1[CH:3]=[C:4]([CH:14]([NH:16][C:17]([C:19]2[N:20]=[C:21](Cl)[O:22][CH:23]=2)=[O:18])[CH3:15])[CH:5]=[C:6]([F:13])[C:7]=1[NH:8][S:9]([CH3:12])(=[O:11])=[O:10].[CH3:25][N:26]([CH3:36])[C:27]1[CH:28]=[C:29](B(O)O)[CH:30]=[CH:31][CH:32]=1.C([O-])([O-])=O.[Cs+].[Cs+].Cl>Cl[Pd](Cl)([P](C1C=CC=CC=1)(C1C=CC=CC=1)C1C=CC=CC=1)[P](C1C=CC=CC=1)(C1C=CC=CC=1)C1C=CC=CC=1.C(O)C.C(COC)OC>[F:1][C:2]1[CH:3]=[C:4]([CH:14]([NH:16][C:17]([C:19]2[N:20]=[C:21]([C:31]3[CH:30]=[CH:29][CH:28]=[C:27]([N:26]([CH3:36])[CH3:25])[CH:32]=3)[O:22][CH:23]=2)=[O:18])[CH3:15])[CH:5]=[C:6]([F:13])[C:7]=1[NH:8][S:9]([CH3:12])(=[O:11])=[O:10] |f:2.3.4,^1:46,65|. Procedure: In a 5 ml glass tube were placed 2-chloro-oxazole-4-carboxylic acid [1-(3,5-difluoro-4-methanesulfonylamino-phenyl)-ethyl]-amide (50 mg, 0.13 mmol), 3-dimethylaminophenyl boronic acid (60 mg, 0.30 mmol), Cs2CO3 (129 mg, 0.40 mmol), Pd(PPh3)2Cl2(7 mg, 0.01 mmol), dimethoxyethane (0.8 mL), ethanol (0.2 mL), and a magnetic stir bar. The mixture was stirred at 140° C. for 20 minutes under microwave irradiation, acidified with 3N HCl, and extracted twice with EtOAc. The organic layer was washed with ... The reactants are COC(CCC1=CC=C(C=C1)CCC)OC (3-(4-Propyl-phenyl)-propionaldehyde dimethylacetal), P(O)(O)(O)=O (phosphoric acid), N1=CC=CC=C1 (pyridine). Run in CO (methanol). Product: C(CC)C1=CC=C(C=C1)CC=COC (4-propyl 1-(3-methoxy-2-propen-1-yl)benzene). Reaction SMILES: [CH3:1][O:2][CH:3](OC)[CH2:4][CH2:5][C:6]1[CH:11]=[CH:10][C:9]([CH2:12][CH2:13][CH3:14])=[CH:8][CH:7]=1.P(=O)(O)(O)O.N1C=CC=CC=1>CO>[CH2:12]([C:9]1[CH:8]=[CH:7][C:6]([CH2:5][CH:4]=[CH:3][O:2][CH3:1])=[CH:11][CH:10]=1)[CH2:13][CH3:14]. Procedure details: A reaction flask was charged with 3-(4-propyl-phenyl)-propionaldehyde (147 g, prepared as above), methanol (500 mL), and TMOF (90 g). The reaction mass was cooled to 0° C. and hydrochloric acid (37%, 1 g) was added in one portion. The reaction was exothermic and the temperature rose to 23° C. The reaction mass was quenched with sodium methoxide in methanol (25%, 10 g) and the solvent was removed by evaporation. The crude intermediate product 3-(4-propyl-phenyl)-propionaldehyde dimethylacetal was... Starting materials: COc1c(NC(=O)c2ccc(NCC(F)(F)F)c(F)c2)cc(-c2cccnc2OCc2ccccc2)cc1C(C)(C)C, CO, CCOC(C)=O, [OH-], [OH-], [Pd+2]. Product: COc1c(NC(=O)c2ccc(NCC(F)(F)F)c(F)c2)cc(-c2ccc[nH]c2=O)cc1C(C)(C)C. As a reaction SMILES: [CH2:1]([c:2]1[cH:3][cH:4][cH:5][cH:6][cH:7]1)[O:8][c:9]1[n:10][cH:11][cH:12][cH:13][c:14]1-[c:15]1[cH:16][c:17]([C:39]([CH3:40])([CH3:41])[CH3:42])[c:18]([O:37][CH3:38])[c:19]([NH:21][C:22]([c:23]2[cH:24][c:25]([F:35])[c:26]([NH:29][CH2:30][C:31]([F:32])([F:33])[F:34])[cH:27][cH:28]2)=[O:36])[cH:20]1.[CH3:43][OH:44].[CH3:45][CH2:46][O:47][C:48]([CH3:49])=[O:50].[OH-:51].[OH-:53].[Pd+2:52]>>[O:8]=[c:9]1[nH:10][cH:11][cH:12][cH:13][c:14]1-[c:15]1[cH:16][c:17]([C:39]([CH3:40])([CH3:41])[CH3:42])[c:18]([O:37][CH3:38])[c:19]([NH:21][C:22]([c:23]2[cH:24][c:25]([F:35])[c:26]([NH:29][CH2:30][C:31]([F:32])([F:33])[F:34])[cH:27][cH:28]2)=[O:36])[cH:20]1. Reactants: C(C)(C)(C)N1CC(OC2(C1)CCN(CC2)C(=O)OC(C)(C)C)C=C (tert-butyl 4-tert-butyl-2-vinyl-1-oxa-4,9-diazaspiro[5.5]undecane-9-carboxylate), C[N+]1(CCOCC1)[O-] (4-methylmorpholine 4-oxide), CC(C)(C)O (2-methyl-2-propanol), CC(=O)C (acetone). Reagents/catalysts: [Os](=O)(=O)(=O)=O (osmium tetroxide). Solvent: O (water). Reaction conditions: time 2 hour. Product: C(C)(C)(C)N1CC2(CCN(CC2)C(=O)OC(C)(C)C)OC(C1)C(CO)O (tert-butyl 8-tert-butyl-10-(1,2-dihydroxyethyl)-11-oxa-3,8-diazaspiro[5.5]undecane-3-carboxylate). As a reaction SMILES: [C:1]([N:5]1[CH2:10][C:9]2([CH2:15][CH2:14][N:13]([C:16](OC(C)(C)C)=[O:17])[CH2:12][CH2:11]2)[O:8][CH:7]([CH:23]=C)[CH2:6]1)([CH3:4])([CH3:3])[CH3:2].C[N+]1([O-])CC[O:29][CH2:28]C1.[CH3:33][C:34]([OH:37])([CH3:36])[CH3:35].CC(C)=[O:40]>O.[Os](=O)(=O)(=O)=O>[C:1]([N:5]1[CH2:6][CH:7]([CH:23]([OH:40])[CH2:28][OH:29])[O:8][C:9]2([CH2:11][CH2:12][N:13]([C:16]([O:37][C:34]([CH3:36])([CH3:35])[CH3:33])=[O:17])[CH2:14][CH2:15]2)[CH2:10]1)([CH3:2])([CH3:3])[CH3:4]. Procedure details: To tert-butyl 4-tert-butyl-2-vinyl-1-oxa-4,9-diazaspiro[5.5]undecane-9-carboxylate (1.00 g, 2.95 mmol) and 4-methylmorpholine 4-oxide (381 mg, 3.25 mmol) in acetone (9.0 mL) and water (1.0 mL) was added a solution of osmium tetroxide in 2-methyl-2-propanol (370 μL of 2.5% w/w, 0.0295 mmol) and the solution stirred 2 h. The reaction quenched with 300 mL of 1 M sodium bisulfite and stirred for 5 min. The mixture was extracted with ethyl acetate (2×200 mL). The combined organic layers were washed w... Starting materials: CCC(=O)Cl, CC(Cl)Cl, c1ccc(CCN2CCC(Nc3ccccc3)CC2)cc1. Yields the product CCC(=O)N(c1ccccc1)C1CCN(CCc2ccccc2)CC1. As a reaction SMILES: [C:26]([CH2:27][CH3:28])(=[O:29])[Cl:30].[Cl:22][CH:23]([Cl:24])[CH3:25].[NH:1]([c:2]1[cH:3][cH:4][cH:5][cH:6][cH:7]1)[CH:8]1[CH2:9][CH2:10][N:11]([CH2:14][CH2:15][c:16]2[cH:17][cH:18][cH:19][cH:20][cH:21]2)[CH2:12][CH2:13]1>>[N:1]([c:2]1[cH:3][cH:4][cH:5][cH:6][cH:7]1)([CH:8]1[CH2:9][CH2:10][N:11]([CH2:14][CH2:15][c:16]2[cH:17][cH:18][cH:19][cH:20][cH:21]2)[CH2:12][CH2:13]1)[C:26]([CH2:27][CH3:28])=[O:29].